describe an organic reaction: reactants, conditions, products, and yield From a dataset of the Open Reaction Database (ORD), a public repository of structured organic reaction records. Starting materials: NC1=NN2C(C(=CC=C2)C=2C=C(C=CC2)N(S(=O)(=O)C)C)=N1 (N-[3-(2-amino-[1,2,4]triazolo[1,5-a]pyridin-8-yl)-phenyl]-N-methyl-methanesulfonamide), BrC1=CC=C(OCCN2CCCC2)C=C1 (1-[2-(4-bromo-phenoxy)-ethyl]-pyrrolidine), C1(CCCCC1)P(C1=C(C=CC=C1)C1=C(C=CC=C1)P(C1CCCCC1)C1CCCCC1)C1CCCCC1 (2,2′-bis-dicyclohexylphosphanyl-biphenyl). Product: CN(S(=O)(=O)C)C1=CC(=CC=C1)C=1C=2N(C=CC1)N=C(N2)NC2=CC=C(C=C2)OCCN2CCCC2 (N-Methyl-N-(3-{2-[4-(2-pyrrolidin-1-yl-ethoxy)-phenylamino]-[1,2,4]triazolo[1,5-a]pyridin-8-yl}-phenyl)-methanesulfonamide), foam. The yield is 15.0%. RXN SMILES: [NH2:1][C:2]1[N:22]=[C:5]2[C:6]([C:10]3[CH:11]=[C:12]([N:16]([CH3:21])[S:17]([CH3:20])(=[O:19])=[O:18])[CH:13]=[CH:14][CH:15]=3)=[CH:7][CH:8]=[CH:9][N:4]2[N:3]=1.Br[C:24]1[CH:37]=[CH:36][C:27]([O:28][CH2:29][CH2:30][N:31]2[CH2:35][CH2:34][CH2:33][CH2:32]2)=[CH:26][CH:25]=1.C1(P(C2CCCCC2)C2C=CC=CC=2C2C=CC=CC=2P(C2CCCCC2)C2CCCCC2)CCCCC1>>[CH3:21][N:16]([C:12]1[CH:13]=[CH:14][CH:15]=[C:10]([C:6]2[C:5]3[N:4]([N:3]=[C:2]([NH:1][C:24]4[CH:25]=[CH:26][C:27]([O:28][CH2:29][CH2:30][N:31]5[CH2:32][CH2:33][CH2:34][CH2:35]5)=[CH:36][CH:37]=4)[N:22]=3)[CH:9]=[CH:8][CH:7]=2)[CH:11]=1)[S:17]([CH3:20])(=[O:19])=[O:18]. Procedure details: N-Methyl-N-(3-{2-[4-(2-pyrrolidin-1-yl-ethoxy)-phenylamino]-[1,2,4]triazolo[1,5-a]pyridin-8-yl}-phenyl)-methanesulfonamide was prepared from N-[3-(2-amino-[1,2,4]triazolo[1,5-a]pyridin-8-yl)-phenyl]-N-methyl-methanesulfonamide (75.0 mg, 0.236 mmol) and 1-[2-(4-bromo-phenoxy)-ethyl]-pyrrolidine (71.0 mg, 0.263 mmol) with 2,2′-bis-dicyclohexylphosphanyl-biphenyl (25.0 mg, 0.0457 mmol) as the ligand in a manner analogous to Example 2d. Product isolated as a tan foam (0.018 g, 15%). 1H NMR (400 MHz,... The reactants are CCOC(=O)C1(S(=O)(=O)c2ccc(OC)cc2)CCN(CCCOc2ccccc2)CC1, C1CCOC1, CO, [Na+], [OH-]. Yields the product COc1ccc(S(=O)(=O)C2(C(=O)O)CCN(CCCOc3ccccc3)CC2)cc1. Reaction SMILES: [CH2:1]([CH3:2])[O:3][C:4](=[O:5])[C:6]1([S:22](=[O:23])(=[O:24])[c:25]2[cH:26][cH:27][c:28]([O:31][CH3:32])[cH:29][cH:30]2)[CH2:7][CH2:8][N:9]([CH2:12][CH2:13][CH2:14][O:15][c:16]2[cH:17][cH:18][cH:19][cH:20][cH:21]2)[CH2:10][CH2:11]1.[CH2:33]1[O:34][CH2:35][CH2:36][CH2:37]1.[CH3:38][OH:39].[Na+:41].[OH-:40]>>[O:3]=[C:4]([OH:5])[C:6]1([S:22](=[O:23])(=[O:24])[c:25]2[cH:26][cH:27][c:28]([O:31][CH3:32])[cH:29][cH:30]2)[CH2:7][CH2:8][N:9]([CH2:12][CH2:13][CH2:14][O:15][c:16]2[cH:17][cH:18][cH:19][cH:20][cH:21]2)[CH2:10][CH2:11]1. Reactants: CCO, [Cl-], [Fe], Nc1ncc([N+](=O)[O-])cc1C(=O)NCc1ccc(Oc2ccccc2)s1, [NH4+], O. The product is Nc1cnc(N)c(C(=O)NCc2ccc(Oc3ccccc3)s2)c1. RXN SMILES: [CH3:29][CH2:30][OH:31].[Cl-:27].[Fe:32].[NH2:1][c:2]1[c:3]([C:4](=[O:5])[NH:6][CH2:7][c:8]2[s:9][c:10]([O:13][c:14]3[cH:15][cH:16][cH:17][cH:18][cH:19]3)[cH:11][cH:12]2)[cH:20][c:21]([N+:24]([O-:25])=[O:26])[cH:22][n:23]1.[NH4+:28].[OH2:33]>>[NH2:1][c:2]1[c:3]([C:4](=[O:5])[NH:6][CH2:7][c:8]2[s:9][c:10]([O:13][c:14]3[cH:15][cH:16][cH:17][cH:18][cH:19]3)[cH:11][cH:12]2)[cH:20][c:21]([NH2:24])[cH:22][n:23]1. Starting materials: OC=1C=C(C=CC1)C(C)=NOCCOC1=CC=C(CC2C(NC(S2)=O)=O)C=C1 (5-(4-{2-[1-(3-Hydroxyphenyl)ethylideneaminooxy]-ethoxy}benzyl)thiazolidine-2,4-dione), C(C)(=O)OC(C)=O (acetic anhydride). Solvent: N1=CC=CC=C1 (pyridine). Reaction conditions: time 1.5 hour. Yields the product C(C)(=O)OC=1C=C(C=CC1)C(C)=NOCCOC1=CC=C(CC2C(NC(S2)=O)=O)C=C1 (5-(4-{2-[1-(3-Acetoxyphenyl)ethylideneaminooxy]-ethoxy}benzyl)thiazolidine-2,4-dione). Reaction SMILES: [OH:1][C:2]1[CH:3]=[C:4]([C:8](=[N:10][O:11][CH2:12][CH2:13][O:14][C:15]2[CH:28]=[CH:27][C:18]([CH2:19][CH:20]3[S:24][C:23](=[O:25])[NH:22][C:21]3=[O:26])=[CH:17][CH:16]=2)[CH3:9])[CH:5]=[CH:6][CH:7]=1.[C:29](OC(=O)C)(=[O:31])[CH3:30]>N1C=CC=CC=1>[C:29]([O:1][C:2]1[CH:3]=[C:4]([C:8](=[N:10][O:11][CH2:12][CH2:13][O:14][C:15]2[CH:28]=[CH:27][C:18]([CH2:19][CH:20]3[S:24][C:23](=[O:25])[NH:22][C:21]3=[O:26])=[CH:17][CH:16]=2)[CH3:9])[CH:5]=[CH:6][CH:7]=1)(=[O:31])[CH3:30]. Reported procedure: A mixture of 0.30 g of 5-(4-{2-[1-(3-hydroxyphenyl)ethylideneaminooxy]ethoxy}benzyl)thiazolidine-2,4-dione (prepared as described in Example 50), 0.092 ml of acetic anhydride and 15 ml of pyridine was stirred at room temperature for 1.5 hours. At the end of this time, the solvent was removed by distillation under reduced pressure, and then the resulting residue was diluted with water and then extracted with ethyl acetate. The extract was washed with 1 N aqueous hydrochloric acid and with an aque... Reactants: O=C([O-])O, ClCCl, COC1OC(CO)C2OC(C)(C)OC12, [Na+], c1ccncc1. Product: COC1OC(C=O)C2OC(C)(C)OC12. Reaction SMILES: [C:21](=[O:22])([OH:23])[O-:24].[CH2:26]([Cl:27])[Cl:28].[CH3:7][O:8][CH:9]1[O:10][CH:11]([CH2:19][OH:20])[CH:12]2[CH:13]1[O:14][C:15]([CH3:17])([CH3:18])[O:16]2.[Na+:25].[cH:1]1[cH:2][cH:3][n:4][cH:5][cH:6]1>>[CH3:7][O:8][CH:9]1[O:10][CH:11]([CH:19]=[O:20])[CH:12]2[CH:13]1[O:14][C:15]([CH3:17])([CH3:18])[O:16]2.